Dataset: the Open Reaction Database (ORD), a public repository of structured organic reaction records. Task: describe an organic reaction: reactants, conditions, products, and yield The reactants are OC1=CC=C2C(=CC=NC2=C1)OC1=CC2=C(C(=C(O2)C)C(=O)NC)C=C1 (6-[(7-hydroxyquinolin-4-yl)oxy]-N,2-dimethyl-1-benzofuran-3-carboxamide), BrCC1OC1 (2-(bromomethyl)oxirane), C(=O)([O-])[O-].[K+].[K+] (K2CO3). Solvent: CN(C)C=O (DMF). Product: CNC(=O)C1=C(OC2=C1C=CC(=C2)OC2=CC=NC1=CC(=CC=C21)OCC2OC(OC2)=O)C (N,2-dimethyl-6-({7-[(2-oxo-1,3-dioxolan-4-yl)methoxy]quinolin-4-yl}oxy)-1-benzofuran-3-carboxamide). Yield: 50.4%. As a reaction SMILES: [OH:1][C:2]1[CH:11]=[C:10]2[C:5]([C:6]([O:12][C:13]3[CH:26]=[CH:25][C:16]4[C:17]([C:21]([NH:23][CH3:24])=[O:22])=[C:18]([CH3:20])[O:19][C:15]=4[CH:14]=3)=[CH:7][CH:8]=[N:9]2)=[CH:4][CH:3]=1.Br[CH2:28][CH:29]1[CH2:31]O1.[C:32]([O-:35])([O-:34])=[O:33].[K+].[K+]>CN(C=O)C>[CH3:24][NH:23][C:21]([C:17]1[C:16]2[CH:25]=[CH:26][C:13]([O:12][C:6]3[C:5]4[C:10](=[CH:11][C:2]([O:1][CH2:28][CH:29]5[CH2:31][O:34][C:32](=[O:35])[O:33]5)=[CH:3][CH:4]=4)[N:9]=[CH:8][CH:7]=3)=[CH:14][C:15]=2[O:19][C:18]=1[CH3:20])=[O:22] |f:2.3.4|. Procedure details: A solution of 6-[(7-hydroxyquinolin-4-yl)oxy]-N,2-dimethyl-1-benzofuran-3-carboxamide 110-A13(500mg, 1.43 mmol), 2-(bromomethyl)oxirane (286mg, 2.1 mmol) and K2CO3 (386mg, 2.8 mmol) in DMF(15 mL) was stirred at 90° C. for 3h. The mixture was then extracted with EtOAc. The concentrated residue was purified by silica gel column chromatography using 0-5% MeOH/CH2Cl2 to give N,2-dimethyl-6-({7-[(2-oxo-1,3-dioxolan-4-yl)methoxy]quinolin-4-yl}oxy)-1-benzofuran-3-carboxamide 110 (323 mg).